Task: describe an organic reaction: reactants, conditions, products, and yield. Dataset: the Open Reaction Database (ORD), a public repository of structured organic reaction records Starting materials: COc1ccc(Cl)cc1C(=O)N=c1sn(C(C)(C)C)cc1C(O)c1ccccc1, CC[SiH](CC)CC, O=C(O)C(F)(F)F. Yields the product COc1ccc(Cl)cc1C(=O)N=c1sn(C(C)(C)C)cc1Cc1ccccc1, O=C(O)C(F)(F)F. RXN SMILES: [C:1]([CH3:2])([CH3:3])([CH3:4])[n:5]1[s:6][c:7](=[N:18][C:19]([c:20]2[c:21]([O:27][CH3:28])[cH:22][cH:23][c:24]([Cl:26])[cH:25]2)=[O:29])[c:8]([CH:10]([c:11]2[cH:12][cH:13][cH:14][cH:15][cH:16]2)[OH:17])[cH:9]1.[CH2:30]([SiH:31]([CH2:32][CH3:33])[CH2:34][CH3:35])[CH3:36].[F:37][C:38]([C:39](=[O:40])[OH:41])([F:42])[F:43]>>[C:1]([CH3:2])([CH3:3])([CH3:4])[n:5]1[s:6][c:7](=[N:18][C:19]([c:20]2[c:21]([O:27][CH3:28])[cH:22][cH:23][c:24]([Cl:26])[cH:25]2)=[O:29])[c:8]([CH2:10][c:11]2[cH:12][cH:13][cH:14][cH:15][cH:16]2)[cH:9]1.[F:37][C:38]([C:39](=[O:40])[OH:41])([F:42])[F:43].